This data is from the Open Reaction Database (ORD), a public repository of structured organic reaction records. The task is: describe an organic reaction: reactants, conditions, products, and yield Reactants: CO, CC(C)OC(=O)C1CCCN1S(=O)(=O)c1ccc(F)cc1, [Na+], [OH-]. Yields the product O=C(O)C1CCCN1S(=O)(=O)c1ccc(F)cc1. RXN SMILES: [CH3:24][OH:25].[CH:1]([CH3:2])([CH3:3])[O:4][C:5](=[O:6])[CH:7]1[N:8]([S:12](=[O:13])(=[O:14])[c:15]2[cH:16][cH:17][c:18]([F:21])[cH:19][cH:20]2)[CH2:9][CH2:10][CH2:11]1.[Na+:23].[OH-:22]>>[O:4]=[C:5]([OH:6])[CH:7]1[N:8]([S:12](=[O:13])(=[O:14])[c:15]2[cH:16][cH:17][c:18]([F:21])[cH:19][cH:20]2)[CH2:9][CH2:10][CH2:11]1.